From a dataset of the Open Reaction Database (ORD), a public repository of structured organic reaction records. describe an organic reaction: reactants, conditions, products, and yield As a reaction SMILES: [CH3:27][CH2:28][CH2:29][CH2:30][CH2:31][CH2:32][CH3:33].[CH:20]#[C:21][CH2:22][CH2:23][CH2:24][CH2:25][CH3:26].[Cl:1][c:2]1[cH:3][c:4]([O:9][S:10]([c:11]2[cH:12][cH:13][c:14]([CH3:15])[cH:16][cH:17]2)(=[O:18])=[O:19])[cH:5][c:6]([F:8])[cH:7]1>>[Cl:1][c:2]1[cH:3][c:4]([C:20]#[C:21][CH2:22][CH2:23][CH2:24][CH2:25][CH3:26])[cH:5][c:6]([F:8])[cH:7]1. Reactants: CCCCCCC, C#CCCCCC, Cc1ccc(S(=O)(=O)Oc2cc(F)cc(Cl)c2)cc1. The product is CCCCCC#Cc1cc(F)cc(Cl)c1. Reactants: [I-].[Na+] (sodium iodide), CC1=CC=C(C=C1)C(CC(=O)OCC)=O (Ethyl 3-(4-methylphenyl)-3-oxopropanoate), [O-]CC.[Na+] (sodium ethoxide), C(C=C)Br (Allyl bromide). Run at time 8 hour. Yields the product CC1=CC=C(C=C1)C(C(C(=O)OCC)CC=C)=O (Ethyl 3-(4-methylphenyl)-3-oxo-2-(allyl)propanoate). Isolated yield 97.5%. RXN SMILES: [CH3:1][C:2]1[CH:7]=[CH:6][C:5]([C:8](=[O:15])[CH2:9][C:10]([O:12][CH2:13][CH3:14])=[O:11])=[CH:4][CH:3]=1.[O-]CC.[Na+].[CH2:20](Br)[CH:21]=[CH2:22].[I-].[Na+]>>[CH3:1][C:2]1[CH:3]=[CH:4][C:5]([C:8](=[O:15])[CH:9]([CH2:22][CH:21]=[CH2:20])[C:10]([O:12][CH2:13][CH3:14])=[O:11])=[CH:6][CH:7]=1 |f:1.2,4.5|. Procedure details: Ethyl 3-(4-methylphenyl)-3-oxopropanoate (prepared as described in W. Wierenga and H. I. Skulnick, J. Org. Chem. (1979), 44, 310) (63.66 g, 309 mmol, 1 eq) was added to a freshly prepared sodium ethoxide solution (Na, 7.43 g, 323 mmol, 1.05 eq; EtOH, 250 mL). The ethanol was removed in vacuo and the residue was dissolved in DMF (250 mL). Allyl bromide (29.3 mL, 338 mmol, 1.1 eq) followed by sodium iodide (4.56 g, 304 mmol, 1 eq) were then added and the contents stirred overnight at room temperat... The reactants are C(C)(=O)S[C@H]1C[C@H](N(C1)C(=O)OCC1=CC=C(C=C1)[N+](=O)[O-])C(=O)N1CCN(CC1)CCO ((2S,4S)-4-acetylthio-2-[4-(2-hydroxyethyl)-1-piperazinylcarbonyl]-1-(4-nitrobenzyloxycarbonyl)pyrrolidine), ClC(=O)OCC1=C(C=CC=C1)[N+](=O)[O-] (o-nitrobenzyl chloroformate), C(C)(=O)OCC (ethyl acetate). The reagents and catalysts are CN(C1=CC=NC=C1)C (4-dimethylaminopyridine). Solvent: C(Cl)Cl (methylene chloride), C(Cl)Cl (methylene chloride). Conditions: time 2 hour. The product is S[C@H]1C[C@H](N(C1)C(=O)OCC1=CC=C(C=C1)[N+](=O)[O-])C(=O)N1CCN(CC1)CCOC(=O)OCC1=CC=C(C=C1)[N+](=O)[O-] ((2S,4S)-4-Mercapto-2-(4-[2-(4-nitrobenzyloxycarbonyl)oxyethyl]-1-piperazinylcarbonyl)-1-(4-nitrobenzyloxycarbonyl)pyrrolidine). Reaction SMILES: ClC(O[CH2:5][C:6]1C=C[CH:9]=[CH:8][C:7]=1[N+:12]([O-:14])=[O:13])=O.C([S:18][C@@H:19]1[CH2:23][N:22]([C:24]([O:26][CH2:27][C:28]2[CH:33]=[CH:32][C:31]([N+:34]([O-:36])=[O:35])=[CH:30][CH:29]=2)=[O:25])[C@H:21]([C:37]([N:39]2[CH2:44][CH2:43][N:42]([CH2:45][CH2:46][OH:47])[CH2:41][CH2:40]2)=[O:38])[CH2:20]1)(=O)C.[C:48]([O:51][CH2:52][CH3:53])(=[O:50])C>C(Cl)Cl.CN(C)C1C=CN=CC=1>[SH:18][C@@H:19]1[CH2:23][N:22]([C:24]([O:26][CH2:27][C:28]2[CH:29]=[CH:30][C:31]([N+:34]([O-:36])=[O:35])=[CH:32][CH:33]=2)=[O:25])[C@H:21]([C:37]([N:39]2[CH2:44][CH2:43][N:42]([CH2:45][CH2:46][O:47][C:48]([O:51][CH2:52][C:53]3[CH:9]=[CH:8][C:7]([N+:12]([O-:14])=[O:13])=[CH:6][CH:5]=3)=[O:50])[CH2:41][CH2:40]2)=[O:38])[CH2:20]1. Procedure: A solution of 1.10 g of o-nitrobenzyl chloroformate in 10 ml of methylene chloride was added, whilst ice-cooling, to a solution of 1.63 g of (2S,4S)-4-acetylthio-2-[4-(2-hydroxyethyl)-1-piperazinylcarbonyl]-1-(4-nitrobenzyloxycarbonyl)pyrrolidine and 0.62 g of 4-dimethylaminopyridine in 15 ml of methylene chloride and the resulting mixture was stirred at the same temperature for 2 hours. At the end of this time, the reaction mixture was diluted with 100 ml of ethyl acetate, and the dilute soluti... The reactants are C1=CC=CC2=CC3=CC=CC=C3C(=C12)B(O)O (9-anthrylboronic acid), BrC=1C=NC=CC1 (3-bromopyridine), C([O-])([O-])=O.[Na+].[Na+] (sodium carbonate), C1(=CC=CC=C1)C (toluene). Reagents/catalysts: C=1C=CC(=CC1)[P](C=2C=CC=CC2)(C=3C=CC=CC3)[Pd]([P](C=4C=CC=CC4)(C=5C=CC=CC5)C=6C=CC=CC6)([P](C=7C=CC=CC7)(C=8C=CC=CC8)C=9C=CC=CC9)[P](C=1C=CC=CC1)(C=1C=CC=CC1)C=1C=CC=CC1 (tetrakis(triphenylphosphine)palladium(0)). Run in O (water), C(C)O (ethanol), O (water). Product: C1=CC=CC2=CC3=CC=CC=C3C(=C12)C=1C=NC=CC1 (3-(9-anthryl)pyridine). Reaction SMILES: [CH:1]1[C:14]2[C:5](=[CH:6][C:7]3[C:12]([C:13]=2B(O)O)=[CH:11][CH:10]=[CH:9][CH:8]=3)[CH:4]=[CH:3][CH:2]=1.Br[C:19]1[CH:20]=[N:21][CH:22]=[CH:23][CH:24]=1.C(=O)([O-])[O-].[Na+].[Na+].C1(C)C=CC=CC=1>C1C=CC([P]([Pd]([P](C2C=CC=CC=2)(C2C=CC=CC=2)C2C=CC=CC=2)([P](C2C=CC=CC=2)(C2C=CC=CC=2)C2C=CC=CC=2)[P](C2C=CC=CC=2)(C2C=CC=CC=2)C2C=CC=CC=2)(C2C=CC=CC=2)C2C=CC=CC=2)=CC=1.O.C(O)C>[CH:1]1[C:14]2[C:5](=[CH:6][C:7]3[C:12]([C:13]=2[C:19]2[CH:20]=[N:21][CH:22]=[CH:23][CH:24]=2)=[CH:11][CH:10]=[CH:9][CH:8]=3)[CH:4]=[CH:3][CH:2]=1 |f:2.3.4,^1:41,43,62,81|. Reported procedure: In a 200 mL three-neck flask, 5.2 g (23 mmol) of 9-anthrylboronic acid, 4.0 g (25 mmol) of 3-bromopyridine, 5.2 g (50 mmol) of sodium carbonate, 50 mL of toluene, 25 μL of ethanol, and 25 mL of water were placed. The mixture was degassed by being stirred under reduced pressure, and the air in the flask was replaced with nitrogen. To the mixture, 0.28 g (0.25 mmol) of tetrakis(triphenylphosphine)palladium(0) was added, and the mixture was stirred under nitrogen stream at 80° C. for 7 hours. After... Reactants: C(C)(C)(C)OC(C(CCO)CC1(CCCCC1)C(NC(CC1=CC=C(C=C1)OC)C(NC)=O)=O)=O (4-hydroxy-2-{1-[2-(4-methoxyphenyl)-1-(methylcarbamoyl)-ethylcarbamoyl]cyclohexylmethyl}butyric acid tert-butyl ester), O=C1NC(C=2C=C3C(=CC12)C=CC=C3)=O (1,3-dioxo-1,3-dihydrobenzo[f]isoindole), C1(=CC=CC=C1)P(C1=CC=CC=C1)C1=CC=CC=C1 (triphenylphosphine), CCOC(=O)/N=N/C(=O)OCC (diethylazodicarboxylate). Run in O1CCCC1 (tetrahydrofuran). Run at time 3 day. Yields the product C(C)(C)(C)OC(C(CCN1C(C=2C=C3C(=CC2C1=O)C=CC=C3)=O)CC3(CCCCC3)C(NC(CC3=CC=C(C=C3)OC)C(NC)=O)=O)=O (4-(1,3-dioxo-1,3-dihydrobenzo [f]isoindol-2-yl)-2-{1-[2-(4-methoxyphenyl)-1-(methylcarbamoyl)-ethylcarbamoyl]cyclohexylmethyl}butyric acid tert-butyl ester). Reaction SMILES: [C:1]([O:5][C:6](=[O:35])[CH:7]([CH2:11][C:12]1([C:18](=[O:34])[NH:19][CH:20]([C:30](=[O:33])[NH:31][CH3:32])[CH2:21][C:22]2[CH:27]=[CH:26][C:25]([O:28][CH3:29])=[CH:24][CH:23]=2)[CH2:17][CH2:16][CH2:15][CH2:14][CH2:13]1)[CH2:8][CH2:9]O)([CH3:4])([CH3:3])[CH3:2].[O:36]=[C:37]1[C:45]2[CH:44]=[C:43]3[CH:46]=[CH:47][CH:48]=[CH:49][C:42]3=[CH:41][C:40]=2[C:39](=[O:50])[NH:38]1.C1(P(C2C=CC=CC=2)C2C=CC=CC=2)C=CC=CC=1.CCOC(/N=N/C(OCC)=O)=O>O1CCCC1>[C:1]([O:5][C:6](=[O:35])[CH:7]([CH2:11][C:12]1([C:18](=[O:34])[NH:19][CH:20]([C:30](=[O:33])[NH:31][CH3:32])[CH2:21][C:22]2[CH:27]=[CH:26][C:25]([O:28][CH3:29])=[CH:24][CH:23]=2)[CH2:17][CH2:16][CH2:15][CH2:14][CH2:13]1)[CH2:8][CH2:9][N:38]1[C:39](=[O:50])[C:40]2[CH:41]=[C:42]3[CH:49]=[CH:48][CH:47]=[CH:46][C:43]3=[CH:44][C:45]=2[C:37]1=[O:36])([CH3:2])([CH3:3])[CH3:4]. Reported procedure: To a solution of 4-hydroxy-2-{1-[2-(4-methoxyphenyl)-1-(methylcarbamoyl)-ethylcarbamoyl]cyclohexylmethyl}butyric acid tert-butyl ester (490 mg, 1.0 mmol) in dry tetrahydrofuran (20 mL) was added 1,3-dioxo-1,3-dihydrobenzo[f]isoindole (394 mg, 2.0 mmol), triphenylphosphine (524 mg, 2.0 mmol) and diethylazodicarboxylate (0.31 mL, 2.0 mmol). The resulting mixture was stirred for 3 days. The solvent was evaporated under vacuum and the residue was chromatographed on silica gel eluting with 40% ethyl ... Starting materials: resultant mixture, C(=O)(C=1NC=CN1)C=1NC=CN1 (carbonyl diimidazole), NCC=1C(=NC(=NC1Cl)SC)NC1=C(C=CC=C1F)F (5-(aminomethyl)-6-chloro-N-(2,6-difluorophenyl)-2-(methylthio)-4-pyrimidinamine). Run in C(Cl)Cl (CH2Cl2), C(Cl)Cl (CH2Cl2), C(Cl)Cl (CH2Cl2). Product: ClC1=C2C(=NC(=N1)SC)N(C(NC2)=O)C2=C(C=CC=C2F)F (5-Chloro-1-(2,6-difluorophenyl)-7-(methylthio)-3,4-dihydropyrimido[4,5-d]pyrimidin-2(1H)-one). The yield is 81.3%. RXN SMILES: [NH2:1][CH2:2][C:3]1[C:4]([NH:12][C:13]2[C:18]([F:19])=[CH:17][CH:16]=[CH:15][C:14]=2[F:20])=[N:5][C:6]([S:10][CH3:11])=[N:7][C:8]=1[Cl:9].[C:21](C1NC=CN=1)(C1NC=CN=1)=[O:22]>C(Cl)Cl>[Cl:9][C:8]1[N:7]=[C:6]([S:10][CH3:11])[N:5]=[C:4]2[N:12]([C:13]3[C:14]([F:20])=[CH:15][CH:16]=[CH:17][C:18]=3[F:19])[C:21](=[O:22])[NH:1][CH2:2][C:3]=12. Procedure details: To the solution of 5-(aminomethyl)-6-chloro-N-(2,6-difluorophenyl)-2-(methylthio)-4-pyrimidinamine (0.317 g) in CH2Cl2 (5 mL) was added the mixture of carbonyl diimidazole (0.178 g) in CH2Cl2 (5 mL). The resultant mixture was stirred for about 3 hours at r.t., mixed with CH2Cl2 (10 mL) and washed with HCl (1 N, 2×10 mL) and H2O (20 mL). The organic layers were collected, dried over Na2SO4, filtered and concentrated to provide the title compound (0.279 g, 81%). LC-MS m/z 343 (M+H)+, 1.75 min (ret... Starting materials: C1(CCCC1)NCC1=CC=C2[C@@H](CCOC2=C1)N1N=NC(=C1)C[C@H](C(=O)O)NS(=O)(=O)C1=CC=C(C=C1)C ((R)-3-(1-((R)-7-((cyclopentylamino)methyl)-3,4-dihydro-2H-chromen-4-yl)-1H-1,2,3-triazol-4-yl)-2-(4-methylphenylsulfonamido)propanoic acid), C1=CC2=C(N=C1)N(N=N2)O (HOAt), CCN(C(C)C)C(C)C (i-Pr2NEt), [NH4+].[Cl-] (NH4Cl), CCN=C=NCCCN(C)C (EDCI). Solvent: CN(C)C=O (DMF). Run at time 24 hour. Product: C1(CCCC1)NCC1=CC=C2[C@@H](CCOC2=C1)N1N=NC(=C1)C[C@H](C(=O)N)NS(=O)(=O)C1=CC=C(C=C1)C ((R)-3-(1-((R)-7-((cyclopentylamino)methyl)-3,4-dihydro-2H-chromen-4-yl)-1H-1,2,3-triazol-4-yl)-2-(4-methylbenzenesulfonamido)propanamide). Reaction SMILES: [CH:1]1([NH:6][CH2:7][C:8]2[CH:17]=[C:16]3[C:11]([C@H:12]([N:18]4[CH:22]=[C:21]([CH2:23][C@@H:24]([NH:28][S:29]([C:32]5[CH:37]=[CH:36][C:35]([CH3:38])=[CH:34][CH:33]=5)(=[O:31])=[O:30])[C:25](O)=[O:26])[N:20]=[N:19]4)[CH2:13][CH2:14][O:15]3)=[CH:10][CH:9]=2)[CH2:5][CH2:4][CH2:3][CH2:2]1.C1C=[N:43]C2N(O)N=NC=2C=1.CCN(C(C)C)C(C)C.[NH4+].[Cl-].CCN=C=NCCCN(C)C>CN(C=O)C>[CH:1]1([NH:6][CH2:7][C:8]2[CH:17]=[C:16]3[C:11]([C@H:12]([N:18]4[CH:22]=[C:21]([CH2:23][C@@H:24]([NH:28][S:29]([C:32]5[CH:37]=[CH:36][C:35]([CH3:38])=[CH:34][CH:33]=5)(=[O:30])=[O:31])[C:25]([NH2:43])=[O:26])[N:20]=[N:19]4)[CH2:13][CH2:14][O:15]3)=[CH:10][CH:9]=2)[CH2:5][CH2:4][CH2:3][CH2:2]1 |f:3.4|. Procedure: A mixture of (R)-3-(1-((R)-7-((cyclopentylamino)methyl)-3,4-dihydro-2H-chromen-4-yl)-1H-1,2,3-triazol-4-yl)-2-(4-methylphenylsulfonamido)propanoic acid (61 mg, 0.11 mol), HOAt (18 mg, 0.12 mmol), i-Pr2NEt (60. mL, 0.45 mmol), NH4Cl (25 mg, 0.45 mmol), and EDCI (24 mg, 0.12 mmol) in 5 mL DMF was stirred for 24 h at RT. The reaction mixture was concentrated, taken up in H2O, and the white solid was filtered and air-dried to afford the title compound. MS (m/z, m+1): 539.4.